From a dataset of the Open Reaction Database (ORD), a public repository of structured organic reaction records. describe an organic reaction: reactants, conditions, products, and yield Starting materials: N#CCc1c(F)cc([N+](=O)[O-])c(Br)c1Br, CCO, O, O, Cl[Sn]Cl, Cl[Sn](Cl)(Cl)Cl. Yields the product N#CCc1c(F)cc(N)c(Br)c1Br. As a reaction SMILES: [Br:1][c:2]1[c:3]([CH2:13][C:14]#[N:15])[c:4]([F:12])[cH:5][c:6]([N+:9]([O-:10])=[O:11])[c:7]1[Br:8].[CH3:26][CH2:27][OH:28].[OH2:16].[OH2:17].[Sn:18]([Cl:19])[Cl:20].[Sn:21]([Cl:22])([Cl:23])([Cl:24])[Cl:25]>>[Br:1][c:2]1[c:3]([CH2:13][C:14]#[N:15])[c:4]([F:12])[cH:5][c:6]([NH2:9])[c:7]1[Br:8]. Starting materials: CCO, Cc1cc(-c2ccccc2)nc2oc3c(Cl)nc(Cl)nc3c12. The product is CCOc1nc(Cl)nc2c1oc1nc(-c3ccccc3)cc(C)c12. Reaction SMILES: [CH3:23][CH2:24][OH:25].[Cl:1][c:2]1[n:3][c:4]([Cl:22])[c:5]2[c:6]([n:7]1)[c:8]1[c:9]([o:10]2)[n:11][c:12](-[c:16]2[cH:17][cH:18][cH:19][cH:20][cH:21]2)[cH:13][c:14]1[CH3:15]>>[Cl:1][c:2]1[n:3][c:4]([O:25][CH2:24][CH3:23])[c:5]2[c:6]([n:7]1)[c:8]1[c:9]([o:10]2)[n:11][c:12](-[c:16]2[cH:17][cH:18][cH:19][cH:20][cH:21]2)[cH:13][c:14]1[CH3:15].